The task is: describe an organic reaction: reactants, conditions, products, and yield. This data is from the Open Reaction Database (ORD), a public repository of structured organic reaction records. The reactants are FC(CCC1=C(N=C(S1)C1=CC=C(C=C1)C(F)(F)F)C)(F)C1=CC(=C(OCC(=O)OCC)C=C1)C (ethyl [4-(1,1-difluoro-3-{4-methyl-2-[4-(trifluoromethyl)phenyl]-1,3-thiazol-5-yl}propyl)-2-methylphenoxy]acetate). Solvent: O1CCCC1 (tetrahydrofuran), [OH-].[Na+] (sodium hydroxide). Reaction conditions: temperature 60 celsius, time 2 hour. Product: FC(CCC1=C(N=C(S1)C1=CC=C(C=C1)C(F)(F)F)C)(F)C1=CC(=C(OCC(=O)O)C=C1)C ([4-(1,1-difluoro-3-{4-methyl-2-[4-(trifluoromethyl)phenyl]-1,3-thiazol-5-yl}propyl)-2-methylphenoxy]acetic acid). As a reaction SMILES: [F:1][C:2]([C:22]1[CH:34]=[CH:33][C:25]([O:26][CH2:27][C:28]([O:30]CC)=[O:29])=[C:24]([CH3:35])[CH:23]=1)([F:21])[CH2:3][CH2:4][C:5]1[S:9][C:8]([C:10]2[CH:15]=[CH:14][C:13]([C:16]([F:19])([F:18])[F:17])=[CH:12][CH:11]=2)=[N:7][C:6]=1[CH3:20]>O1CCCC1.[OH-].[Na+]>[F:1][C:2]([C:22]1[CH:34]=[CH:33][C:25]([O:26][CH2:27][C:28]([OH:30])=[O:29])=[C:24]([CH3:35])[CH:23]=1)([F:21])[CH2:3][CH2:4][C:5]1[S:9][C:8]([C:10]2[CH:11]=[CH:12][C:13]([C:16]([F:17])([F:18])[F:19])=[CH:14][CH:15]=2)=[N:7][C:6]=1[CH3:20] |f:2.3|. Procedure: A mixture of ethyl [4-(1,1-difluoro-3-{4-methyl-2-[4-(trifluoromethyl)phenyl]-1,3-thiazol-5-yl}propyl)-2-methylphenoxy]acetate (example 1, 0.028 g) in tetrahydrofuran (4 ml) and 2M aqueous sodium hydroxide (4 ml) was stirred at 60° C. for 2 hours. The solvent was evaporated and the residue partitioned between ether and water; the aqueous layer was acidified using 10% w/v aqueous citric acid and then extracted thrice with ethyl acetate. The combined ethyl acetate solutions were dried over magnesi...